This data is from the Open Reaction Database (ORD), a public repository of structured organic reaction records. The task is: describe an organic reaction: reactants, conditions, products, and yield Reactants: [N+](=O)(O)[O-] (HNO3), CC=1C=C(C=CC1)C(F)(F)F (3-methyl benzotrifluoride), C1(=CC=CC=C1)C(F)(F)F (benzotrifluoride), ice water. Run in C(Cl)Cl (methylene chloride). Reaction conditions: temperature -18 celsius, time 15 minute. The product is [N+](=O)([O-])C1=C(C=CC=C1C)C(F)(F)F (2-Nitro-3-Methyl Benzotrifluoride). RXN SMILES: [N+:1]([O-:4])(O)=[O:2].[CH3:5][C:6]1[CH:7]=[C:8]([C:12]([F:15])([F:14])[F:13])[CH:9]=[CH:10][CH:11]=1.C1(C(F)(F)F)C=CC=CC=1>C(Cl)Cl>[N+:1]([C:7]1[C:6]([CH3:5])=[CH:11][CH:10]=[CH:9][C:8]=1[C:12]([F:13])([F:15])[F:14])([O-:4])=[O:2]. Procedure: The nitration vessel is charged with 250 gms (3.97 moles) of 98% HNO3 and cooled to about -18° C. Then 100 gms (0.62 moles) of 3-methyl benzotrifluoride is added dropwise with stirring and the temperature is maintained within the range of about -16° C. to about -22° C. The addition of the benzotrifluoride takes about 2 hours and 15 minutes. After it has been added, stirring is continued for about another 15 minutes. The reaction mixture is poured into ice water and methylene chloride is added to... The product is CCN(CC)Cc1ccc(-c2nnc(Cl)c3cc(OC)ccc23)cc1. Reaction SMILES: [C:1](=[O:2])([O-:3])[O-:4].[CH2:7]([CH3:8])[NH:9][CH2:10][CH3:11].[CH3:33][CH2:34][OH:35].[Cl:12][c:13]1[n:14][n:15][c:16](-[c:25]2[cH:26][cH:27][c:28]([CH2:31][Cl:32])[cH:29][cH:30]2)[c:17]2[cH:18][cH:19][c:20]([O:23][CH3:24])[cH:21][c:22]12.[K+:5].[K+:6]>>[CH2:7]([CH3:8])[N:9]([CH2:10][CH3:11])[CH2:31][c:28]1[cH:27][cH:26][c:25](-[c:16]2[n:15][n:14][c:13]([Cl:12])[c:22]3[c:17]2[cH:18][cH:19][c:20]([O:23][CH3:24])[cH:21]3)[cH:30][cH:29]1. Starting materials: O=C([O-])[O-], CCNCC, CCO, COc1ccc2c(-c3ccc(CCl)cc3)nnc(Cl)c2c1, [K+], [K+]. Starting materials: ClC(C(=O)Cl)Cl (dichloroacetyl chloride), C1COC2(CCNCC2)O1 (piperid-4-one ethylene ketal), N12CCCCCC2=NCCC1 (1,8-diazabicyclo[5.4.0]undec-7-ene). Run in C1(=CC=CC=C1)C (toluene). Product: C1COC2(CCN(CC2)C(C(Cl)Cl)=O)O1 (N-dichloroacetyl-piperid-4-one ethylene ketal). Isolated yield 49.2%. RXN SMILES: [Cl:1][CH:2]([Cl:6])[C:3](Cl)=[O:4].[CH2:7]1[O:16][C:10]2([CH2:15][CH2:14][NH:13][CH2:12][CH2:11]2)[O:9][CH2:8]1.N12CCCN=C1CCCCC2>C1(C)C=CC=CC=1>[CH2:7]1[O:16][C:10]2([CH2:15][CH2:14][N:13]([C:3](=[O:4])[CH:2]([Cl:6])[Cl:1])[CH2:12][CH2:11]2)[O:9][CH2:8]1. Procedure details: 12.4 g (0.084 mol) of dichloroacetyl chloride were added dropwise to a mixture of 12 g (0.084 mol) of piperid-4-one ethylene ketal and 12.8 g (0.084 mol) of 1,8-diazabicyclo[5.4.0]undec-7-ene in 100 ml of toluene, whilst stirring, at a rate such that the temperature of the reaction mixture did not exceed 40° C. Thereafter, the mixture was subsequently stirred at 20° C. for 2 hours. Working up was then effected by a procedure in which the reaction mixture was filtered, the filtrate was concentrat...